Dataset: the Open Reaction Database (ORD), a public repository of structured organic reaction records. Task: describe an organic reaction: reactants, conditions, products, and yield Starting materials: C(C)(C)C1=NOC(=C1)C=CC1=C(C=CC=C1)OCC1CO1 (3-isopropyl-5-[2-(2,3-epoxypropoxy)-styryl]-isoxazole), C1(CC1)N (cyclopropylamine). Yields the product C(C)(C)C1=NOC(=C1)C=CC1=C(C=CC=C1)OCC(CNC1CC1)O (3-Isopropyl-5-[2-(2-hydroxy-3-cyclopropylaminopropoxy)-styryl]-isoxazole). RXN SMILES: [CH:1]([C:4]1[CH:8]=[C:7]([CH:9]=[CH:10][C:11]2[CH:16]=[CH:15][CH:14]=[CH:13][C:12]=2[O:17][CH2:18][CH:19]2[O:21][CH2:20]2)[O:6][N:5]=1)([CH3:3])[CH3:2].[CH:22]1([NH2:25])[CH2:24][CH2:23]1>>[CH:1]([C:4]1[CH:8]=[C:7]([CH:9]=[CH:10][C:11]2[CH:16]=[CH:15][CH:14]=[CH:13][C:12]=2[O:17][CH2:18][CH:19]([OH:21])[CH2:20][NH:25][CH:22]2[CH2:24][CH2:23]2)[O:6][N:5]=1)([CH3:2])[CH3:3]. Reported procedure: 7 g (0.025 mole) of 3-isopropyl-5-[2-(2,3-epoxypropoxy)-styryl]-isoxazole and 3 g (0.05 mole) of cyclopropylamine are reacted by the method described in Example 5. 3.0 g (30% of theory) of colorless crystals are obtained as the fumurate. Melting point 148°-152° C.